The task is: describe an organic reaction: reactants, conditions, products, and yield. This data is from the Open Reaction Database (ORD), a public repository of structured organic reaction records. Reactants: Intermediate C, C1=CC=C(C=C1)C2=CC=CC=C2.C1=CC=C(C=C1)OC2=CC=CC=C2 (Dowtherm), ClC1=NC=C(C=C1)N (2-chloro-5-aminopyridine), ester, C(OCC)(OCC)OCC (triethyl orthoformate), product C, olefin, esters. Yields the product N1=CC=CC2=NC=CC=C12 (1,5-naphthyridine). Reaction SMILES: Cl[C:2]1[CH:7]=[CH:6][C:5]([NH2:8])=[CH:4][N:3]=1.C(OCC)(OCC)OCC.[CH:19]1[CH:24]=CC(C2C=CC=CC=2)=C[CH:20]=1.C1C=CC(OC2C=CC=CC=2)=CC=1>>[N:3]1[C:4]2[C:5](=[N:8][CH:20]=[CH:19][CH:24]=2)[CH:6]=[CH:7][CH:2]=1 |f:2.3|. Procedure: The 2-chloro-5-aminopyridine A is converted by heating in the presence of ester B and triethyl orthoformate to the condensation product C as a mixture of olefin isomers (Scheme 1). Various esters that are commercially available, known in the literature or prepared using known literature procedures are applicable to the reaction. Intermediate C is added to hot Dowtherm™ A to facilitate the ring closure and to afford the 1,5-naphthyridine D. Treatment of D with phosphorus oxychloride affords the k... Reactants: Fc1ccc(Br)cc1, Cc1ccccc1, Cl, [Mg], CCOCC, N#CC1(c2ccccc2)CCN(Cc2ccccc2)CC1. Yields the product O=C(c1ccc(F)cc1)C1(c2ccccc2)CCN(Cc2ccccc2)CC1. Reaction SMILES: [Br:2][c:3]1[cH:4][cH:5][c:6]([F:9])[cH:7][cH:8]1.[CH3:37][c:38]1[cH:39][cH:40][cH:41][cH:42][cH:43]1.[ClH:15].[Mg:1].[O:10]([CH2:11][CH3:12])[CH2:13][CH3:14].[c:16]1([C:22]2([C:35]#[N:36])[CH2:23][CH2:24][N:25]([CH2:28][c:29]3[cH:30][cH:31][cH:32][cH:33][cH:34]3)[CH2:26][CH2:27]2)[cH:17][cH:18][cH:19][cH:20][cH:21]1>>[c:3]1([C:35](=[O:10])[C:22]2([c:16]3[cH:17][cH:18][cH:19][cH:20][cH:21]3)[CH2:23][CH2:24][N:25]([CH2:28][c:29]3[cH:30][cH:31][cH:32][cH:33][cH:34]3)[CH2:26][CH2:27]2)[cH:4][cH:5][c:6]([F:9])[cH:7][cH:8]1. Starting materials: CCO, Cc1c(F)cc(C(=O)NC2CC2)cc1-c1ccc(-c2nnc(CCl)o2)cc1, [N-]=[N+]=[N-], [Na+], CN(C)C=O, O. Product: Cc1c(F)cc(C(=O)NC2CC2)cc1-c1ccc(-c2nnc(CN=[N+]=[N-])o2)cc1. RXN SMILES: [CH3:38][CH2:39][OH:40].[Cl:5][CH2:6][c:7]1[n:8][n:9][c:10](-[c:12]2[cH:13][cH:14][c:15](-[c:18]3[cH:19][c:20]([C:26](=[O:27])[NH:28][CH:29]4[CH2:30][CH2:31]4)[cH:21][c:22]([F:25])[c:23]3[CH3:24])[cH:16][cH:17]2)[o:11]1.[N-:2]=[N+:3]=[N-:4].[Na+:1].[O:33]=[CH:34][N:35]([CH3:36])[CH3:37].[OH2:32]>>[N:2](=[N+:3]=[N-:4])[CH2:6][c:7]1[n:8][n:9][c:10](-[c:12]2[cH:13][cH:14][c:15](-[c:18]3[cH:19][c:20]([C:26](=[O:27])[NH:28][CH:29]4[CH2:30][CH2:31]4)[cH:21][c:22]([F:25])[c:23]3[CH3:24])[cH:16][cH:17]2)[o:11]1. The reactants are Cl (hydrochloric acid), C(=O)(OC)C1=C(C(=O)NN(C(=S)NC2=CC(=CC=C2)F)C)C=CC=C1 (1-(2-Carbomethoxybenzoyl)-2-methyl-4-(3-fluorophenyl)-3-thiosemicarbazide), O (Water), [BH4-].[Na+] (sodium borohydride). The solvent is C(C)O (ethanol). Reaction conditions: time 60 hour. Yields the product OCC1=C(C(=O)NN(C(=S)NC2=CC(=CC=C2)F)C)C=CC=C1 (1-(2-Hydroxymethylbenzoyl)-2-methyl-4-(3-fluorophenyl)-3-thiosemicarbazide). As a reaction SMILES: [C:1]([C:5]1[CH:25]=[CH:24][CH:23]=[CH:22][C:6]=1[C:7]([NH:9][N:10]([CH3:21])[C:11]([NH:13][C:14]1[CH:19]=[CH:18][CH:17]=[C:16]([F:20])[CH:15]=1)=[S:12])=[O:8])(OC)=[O:2].[BH4-].[Na+].O.Cl>C(O)C>[OH:2][CH2:1][C:5]1[CH:25]=[CH:24][CH:23]=[CH:22][C:6]=1[C:7]([NH:9][N:10]([CH3:21])[C:11]([NH:13][C:14]1[CH:19]=[CH:18][CH:17]=[C:16]([F:20])[CH:15]=1)=[S:12])=[O:8] |f:1.2|. Procedure: 1-(2-Carbomethoxybenzoyl)-2-methyl-4-(3-fluorophenyl)-3-thiosemicarbazide (7.2 g) was dissolved in ethanol (100 ml). The solution was cooled to below 10° and sodium borohydride (1.1 g) added. The mixture was then stirred at room temperature for 60 hours. Water was then added with production of an amorphous precipitate. Dilute hydrochloric acid was then added to the filtrate to bring it to pH 7 and further precipitate removed by filtration. The filtrate was thereupon acidified to yield the title ... Reactants: [BH4-], CCO, O=Cc1cc2nc(Cl)nc(N3CCOCC3)c2s1, [Na+]. Product: OCc1cc2nc(Cl)nc(N3CCOCC3)c2s1. As a reaction SMILES: [BH4-:19].[CH3:21][CH2:22][OH:23].[Cl:1][c:2]1[n:3][c:4]([N:13]2[CH2:14][CH2:15][O:16][CH2:17][CH2:18]2)[c:5]2[c:6]([n:7]1)[cH:8][c:9]([CH:11]=[O:12])[s:10]2.[Na+:20]>>[Cl:1][c:2]1[n:3][c:4]([N:13]2[CH2:14][CH2:15][O:16][CH2:17][CH2:18]2)[c:5]2[c:6]([n:7]1)[cH:8][c:9]([CH2:11][OH:12])[s:10]2. Reactants: B, CSC, COc1ccc2c(c1)C(CC#N)=C2, Cl, [Na+], C1CCOC1, [OH-]. The product is COc1ccc2c(c1)C(CCN)=C2. RXN SMILES: [BH3:4].[CH3:1][S:2][CH3:3].[CH3:5][O:6][c:7]1[cH:8][cH:9][c:10]2[c:11]([cH:17]1)[C:12]([CH2:14][C:15]#[N:16])=[CH:13]2.[ClH:18].[Na+:20].[O:21]1[CH2:22][CH2:23][CH2:24][CH2:25]1.[OH-:19]>>[CH3:5][O:6][c:7]1[cH:8][cH:9][c:10]2[c:11]([cH:17]1)[C:12]([CH2:14][CH2:15][NH2:16])=[CH:13]2.